Dataset: the Open Reaction Database (ORD), a public repository of structured organic reaction records. Task: describe an organic reaction: reactants, conditions, products, and yield The reactants are BrC1=CC=C2CCN(CC2=C1)C(=O)OC (7-bromo-2-methoxycarbonyl-1,2,3,4-tetrahydroisoquinoline), [Cu]C#N (copper (I) cyanide). Run in CN1C(CCC1)=O (N-methyl-2-pyrrolidinone). Product: C(#N)C1=CC=C2CCN(CC2=C1)C(=O)OC (7-Cyano-2-methoxycarbonyl-1,2,3,4-tetrahydroisoquinoline). The yield is 82.9%. Reaction SMILES: Br[C:2]1[CH:11]=[C:10]2[C:5]([CH2:6][CH2:7][N:8]([C:12]([O:14][CH3:15])=[O:13])[CH2:9]2)=[CH:4][CH:3]=1.[Cu][C:17]#[N:18]>CN1CCCC1=O>[C:17]([C:2]1[CH:11]=[C:10]2[C:5]([CH2:6][CH2:7][N:8]([C:12]([O:14][CH3:15])=[O:13])[CH2:9]2)=[CH:4][CH:3]=1)#[N:18]. Procedure details: A mixture of 7-bromo-2-methoxycarbonyl-1,2,3,4-tetrahydroisoquinoline (12.0 g, 0.044 mol), copper (I) cyanide (8.7 g, 0.097 mol) and N-methyl-2-pyrrolidinone (100 ml) was heated at reflux for 4 h, cooled, then partitioned between dilute aqueous ammonia (500 ml) and ethyl acetate (300 ml). Organic phase was washed with dilute aqueous ammonia (100 ml), water (4×100 ml), then dried (Na2SO4) and evaporated in vacuo to give the title compound as an oil (7.89 g, 83%). The reactants are [OH-].[K+] (KOH), [N+](=O)([O-])C1=C2C=NNC2=CC=C1 (4-nitro-1H-indazole), BrCC1=C(C=C(C=C1)F)F (1-(bromomethyl)-2,4-difluorobenzene). The solvent is CC(=O)C (acetone). Conditions: time 15 minute. Yields the product FC1=C(CN2N=CC3=C(C=CC=C23)[N+](=O)[O-])C=CC(=C1)F (1-(2,4-difluorobenzyl)-4-nitro-1H-indazole). The yield is 40.0%. Reaction SMILES: [N+:1]([C:4]1[CH:12]=[CH:11][CH:10]=[C:9]2[C:5]=1[CH:6]=[N:7][NH:8]2)([O-:3])=[O:2].[OH-].[K+].Br[CH2:16][C:17]1[CH:22]=[CH:21][C:20]([F:23])=[CH:19][C:18]=1[F:24]>CC(C)=O>[F:24][C:18]1[CH:19]=[C:20]([F:23])[CH:21]=[CH:22][C:17]=1[CH2:16][N:8]1[C:9]2[C:5](=[C:4]([N+:1]([O-:3])=[O:2])[CH:12]=[CH:11][CH:10]=2)[CH:6]=[N:7]1 |f:1.2|. Procedure details: To a solution of 4-nitro-1H-indazole (0.200 g, 1.226 mmol) in acetone (3 mL) cooled to 0° C., was added KOH (0.103 g, 1.839 mmol). After 15 minutes at 0° C., 1-(bromomethyl)-2,4-difluorobenzene (0.173 mL, 1.349 mmol) was added. The mixture was allowed to stir at ambient temperature overnight, concentrated and the residue purified on silica gel (5-25% EtOAc in hexanes) to provide 1-(2,4-difluorobenzyl)-4-nitro-1H-indazole (0.142 g, 40% yield) as a pale yellow solid.